Task: describe an organic reaction: reactants, conditions, products, and yield. Dataset: the Open Reaction Database (ORD), a public repository of structured organic reaction records RXN SMILES: C(C[CH2:4][NH:5][C:6](=[O:32])[C@@H:7]([NH:12][C:13]([N:15]1[C:19]2[CH2:20][CH2:21][O:22][CH2:23][C:18]=2[C:17]([C:24]2[CH:29]=[CH:28][C:27]([F:30])=[C:26]([F:31])[CH:25]=2)=[N:16]1)=[O:14])[C:8]([CH3:11])([CH3:10])[CH3:9])#N.[CH3:33][N:34]([CH3:44])[S:35]([N:38]1[CH2:43]CN[CH2:40][CH2:39]1)(=[O:37])=[O:36]>>[F:31][C:26]1[CH:25]=[C:24]([C:17]2[C:18]3[CH2:23][O:22][CH2:21][CH2:20][C:19]=3[N:15]([C:13]([NH:12][C@@H:7]([C:8]([CH3:10])([CH3:9])[CH3:11])[C:6]([N:5]3[CH2:4][CH2:43][N:38]([S:35](=[O:37])(=[O:36])[N:34]([CH3:44])[CH3:33])[CH2:39][CH2:40]3)=[O:32])=[O:14])[N:16]=2)[CH:29]=[CH:28][C:27]=1[F:30]. The reactants are C(#N)CCNC([C@H](C(C)(C)C)NC(=O)N1N=C(C2=C1CCOC2)C2=CC(=C(C=C2)F)F)=O ((S)-N-(1-(2-cyanoethylamino)-3,3-dimethyl-1-oxobutan-2-yl)-3-(3,4-difluorophenyl)-6,7-dihydropyrano[4,3-c]pyrazole-1(4H)-carboxamide), CN(S(=O)(=O)N1CCNCC1)C (N,N-dimethylpiperazine-1-sulfonamide). The product is FC=1C=C(C=CC1F)C=1C2=C(N(N1)C(=O)N[C@H](C(=O)N1CCN(CC1)S(N(C)C)(=O)=O)C(C)(C)C)CCOC2 ((S)-3-(3,4-difluorophenyl)-N-(1-(4-(N,N-dimethylsulfamoyl)piperazin-1-yl)-3,3-dimethyl-1-oxobutan-2-yl)-6,7-dihydropyrano-[4,3-c]pyrazole-1(4H)-carboxamide). Procedure: Compound 112 was prepared by the procedure described for the synthesis of compound 104 by replacing 2-cyanoethylamine with N,N-dimethylpiperazine-1-sulfonamide. LCMS (+ESI) m/z=569.4 [M+H]+. 1H NMR (CDCl3) δ 7.92 (d, J=9.6 Hz, 1H), 7.48-7.52 (m, 1H), 7.28-7.32 (m, 1H), 7.19-7.26 (m, 1H), 4.81-4.84 (m, 3H), 3.91-3.98 (m, 3H), 3.81-3.86 (m, 1H), 3.65-3.71 (m, 1H), 3.53-3.60 (m, 1H), 3.29-3.47 (m, 2H), 3.16-3.26 (m, 4H), 2.85 (s, 6H), 1.12 (s, 9H). The reactants are FC1=C(C=CC(=C1)B1OC(C(O1)(C)C)(C)C)C=1N=CC(=NC1)N (5-(2-fluoro-4-(4,4,5,5-tetramethyl-1,3,2-dioxaborolan-2-yl)phenyl)pyrazin-2-amine), BrC1=C(C=CC=C1)S(=O)(=O)N1CCN(CC1)C(C)=O (1-(4-((2-bromophenyl)sulfonyl)piperazin-1-yl)ethanone). Product: C(C)(=O)N1CCN(CC1)S(=O)(=O)C1=C(C=CC=C1)C1=CC(=C(C=C1)C=1N=CC(=NC1)N)F (5-{2′-[(4-Acetylpiperazin-1-yl)sulfonyl]-3-fluorobiphenyl-4-yl}pyrazin-2-amine). RXN SMILES: [F:1][C:2]1[CH:7]=[C:6](B2OC(C)(C)C(C)(C)O2)[CH:5]=[CH:4][C:3]=1[C:17]1[N:18]=[CH:19][C:20]([NH2:23])=[N:21][CH:22]=1.Br[C:25]1[CH:30]=[CH:29][CH:28]=[CH:27][C:26]=1[S:31]([N:34]1[CH2:39][CH2:38][N:37]([C:40](=[O:42])[CH3:41])[CH2:36][CH2:35]1)(=[O:33])=[O:32]>>[C:40]([N:37]1[CH2:36][CH2:35][N:34]([S:31]([C:26]2[CH:27]=[CH:28][CH:29]=[CH:30][C:25]=2[C:6]2[CH:5]=[CH:4][C:3]([C:17]3[N:18]=[CH:19][C:20]([NH2:23])=[N:21][CH:22]=3)=[C:2]([F:1])[CH:7]=2)(=[O:33])=[O:32])[CH2:39][CH2:38]1)(=[O:42])[CH3:41]. Procedure: The title compound was prepared in a manner similar to that described in Example 448 using 5-(2-fluoro-4-(4,4,5,5-tetramethyl-1,3,2-dioxaborolan-2-yl)phenyl)pyrazin-2-amine and 1-(4-((2-bromophenyl)sulfonyl)piperazin-1-yl)ethanone. MS (ESI): mass calcd. for C22H22FN5O3S, 455.14; m/z found, 456.1 [M+H]+. 1H NMR (400 MHz, CD3OD) δ 8.34 (d, J=6.0, 2H), 8.11-8.08 (m, 1H), 8.00 (m, 1H), 7.75-7.70 (m, 1H), 7.65-7.60 (m, 1H), 7.45-7.41 (m, 1H), 7.37-7.29 (m, 2H), 3.43-3.34 (m, 4H), 2.96-2.81 (m, 4H), 2... The reactants are CN1CCNCC1, CC#N, CCOC(C)=O, O=S(=O)(c1ccc(C=Cc2ccc(F)cc2F)nc1)c1ccccc1F. Product: CN1CCN(c2ccccc2S(=O)(=O)c2ccc(C=Cc3ccc(F)cc3F)nc2)CC1. As a reaction SMILES: [CH3:27][N:28]1[CH2:29][CH2:30][NH:31][CH2:32][CH2:33]1.[CH3:34][C:35]#[N:36].[CH3:37][CH2:38][O:39][C:40](=[O:41])[CH3:42].[F:1][c:2]1[c:3]([CH:9]=[CH:10][c:11]2[n:12][cH:13][c:14]([S:17](=[O:18])(=[O:19])[c:20]3[c:21]([F:26])[cH:22][cH:23][cH:24][cH:25]3)[cH:15][cH:16]2)[cH:4][cH:5][c:6]([F:8])[cH:7]1>>[F:1][c:2]1[c:3]([CH:9]=[CH:10][c:11]2[n:12][cH:13][c:14]([S:17](=[O:18])(=[O:19])[c:20]3[c:21]([N:31]4[CH2:30][CH2:29][N:28]([CH3:27])[CH2:33][CH2:32]4)[cH:22][cH:23][cH:24][cH:25]3)[cH:15][cH:16]2)[cH:4][cH:5][c:6]([F:8])[cH:7]1. Starting materials: COc1ccccc1-c1cn(S(=O)(=O)c2ccc(C)cc2)c2ncc(-c3cncc(CC(=O)N(C)C)n3)cc12, CN(C)C=O, CO, [K+], [OH-]. The product is COc1ccccc1-c1c[nH]c2ncc(-c3cncc(CC(=O)N(C)C)n3)cc12. As a reaction SMILES: [CH3:1][O:2][c:3]1[c:4](-[c:9]2[cH:10][n:11]([S:30]([c:31]3[cH:32][cH:33][c:34]([CH3:35])[cH:36][cH:37]3)(=[O:38])=[O:39])[c:12]3[n:13][cH:14][c:15](-[c:18]4[cH:19][n:20][cH:21][c:22]([CH2:24][C:25](=[O:26])[N:27]([CH3:28])[CH3:29])[n:23]4)[cH:16][c:17]23)[cH:5][cH:6][cH:7][cH:8]1.[CH3:40][N:41]([CH3:42])[CH:43]=[O:44].[CH3:47][OH:48].[K+:46].[OH-:45]>>[CH3:1][O:2][c:3]1[c:4](-[c:9]2[cH:10][nH:11][c:12]3[n:13][cH:14][c:15](-[c:18]4[cH:19][n:20][cH:21][c:22]([CH2:24][C:25](=[O:26])[N:27]([CH3:28])[CH3:29])[n:23]4)[cH:16][c:17]23)[cH:5][cH:6][cH:7][cH:8]1. Reactants: C1(=CC=CC=C1)[S-].[Na+] (sodium thiophenolate), C(\C=C\C(=O)O)(=O)O.C(C)(C)OCCN(C(CCl)=O)C1=CC=C(C(=O)N2CCN(CC2)CCC2=CC=C(C=C2)Cl)C=C1 (1-{4-[N-(2-isopropyloxyethyl)-N-chloroacetylamino]benzoyl}-4-[2-(4-chlorophenyl)ethyl]piperazine fumarate), C1(=CC=CC=C1)[S-].[Na+] (sodium thiophenolate). Solvent: C(C)O (ethanol). Conditions: time 1 hour. Yields the product ClC1=CC=C(C=C1)CCN1CCNCC1 (4-[2-(4-chlorophenyl)ethyl]piperazine). RXN SMILES: C(O)(=O)/C=C/C(O)=O.C(OCCN(C1C=CC(C([N:26]2[CH2:31][CH2:30][N:29]([CH2:32][CH2:33][C:34]3[CH:39]=[CH:38][C:37]([Cl:40])=[CH:36][CH:35]=3)[CH2:28][CH2:27]2)=O)=CC=1)C(=O)CCl)(C)C.C1([S-])C=CC=CC=1.[Na+]>C(O)C>[Cl:40][C:37]1[CH:38]=[CH:39][C:34]([CH2:33][CH2:32][N:29]2[CH2:28][CH2:27][NH:26][CH2:31][CH2:30]2)=[CH:35][CH:36]=1 |f:0.1,2.3|. Procedure: 5 g of 1-{4-[N-(2-isopropyloxyethyl)-N-chloroacetylamino]benzoyl}-4-[2-(4-chlorophenyl)ethyl]piperazine (Example 3) are dissolved in 50 ml of absolute ethanol, and 1.471 g of sodium thiophenolate are added. The mixture is stirred for one hour at room temperature and a further 1 g of sodium thiophenolate is added. The mixture is stirred for a further 3 hours at RT and then the reaction solution is concentrated by evaporation. The oily residue is extracted with ether and the ethereal phases are wa... Reactants: CCOC(=O)N1C(=O)c2ccccc2C1=O, NCCCCCO, c1ccccc1. The product is O=C1c2ccccc2C(=O)N1CCCCCO. RXN SMILES: [C:8]([N:9]1[C:14](=[O:23])[c:15]2[c:16]([cH:19][cH:20][cH:21][cH:22]2)[C:17]1=[O:18])([O:10][CH2:11][CH3:12])=[O:13].[NH2:1][CH2:2][CH2:3][CH2:4][CH2:5][CH2:6][OH:7].[cH:24]1[cH:25][cH:26][cH:27][cH:28][cH:29]1>>[N:1]1([CH2:2][CH2:3][CH2:4][CH2:5][CH2:6][OH:7])[C:14](=[O:23])[c:15]2[c:16]([cH:19][cH:20][cH:21][cH:22]2)[C:17]1=[O:18]. Procedure details: A mixture of 3-amino-4-hydroxyhydratroponitrile (10 g.), mandelic acid (14 g.) and xylene (300 ml.) was heated using a Dean and Stark apparatus for 24 hours. The solution was filtered, evaporated to dryness and the residue dissolved in chloroform. The solution was washed with acid and base, dried over sodium carbonate and was eluted down a silica gel column with ether to give 2-[2-(α-hydroxybenzyl)-5-benzoxazolyl]propionitrile, the structure of which was confirmed by n.m.r. spectroscopy. As a reaction SMILES: [NH2:1][C:2]1[CH:3]=[C:4]([CH:9]=[CH:10][C:11]=1[OH:12])[CH:5]([CH3:8])[C:6]#[N:7].[C:13](O)(=O)[CH:14]([C:16]1[CH:21]=[CH:20][CH:19]=[CH:18][CH:17]=1)[OH:15]>C1(C)C(C)=CC=CC=1>[OH:15][CH:14]([C:13]1[O:12][C:11]2[CH:10]=[CH:9][C:4]([CH:5]([CH3:8])[C:6]#[N:7])=[CH:3][C:2]=2[N:1]=1)[C:16]1[CH:21]=[CH:20][CH:19]=[CH:18][CH:17]=1. Yields the product OC(C1=CC=CC=C1)C=1OC2=C(N1)C=C(C=C2)C(C#N)C (2-[2-(α-hydroxybenzyl)-5-benzoxazolyl]propionitrile). Reactants: NC=1C=C(C(C#N)C)C=CC1O (3-amino-4-hydroxyhydratroponitrile), C(C(O)C1=CC=CC=C1)(=O)O (mandelic acid). The solvent is C=1(C(=CC=CC1)C)C (xylene).